Dataset: the Open Reaction Database (ORD), a public repository of structured organic reaction records. Task: describe an organic reaction: reactants, conditions, products, and yield The reactants are CCc1cc(-c2ccc(S(=O)(=O)Cl)s2)c(C)[nH]c1=O, CC(NC1CC1)c1ccccn1, ClCCl. Product: CCc1cc(-c2ccc(S(=O)(=O)N(C3CC3)C(C)c3ccccn3)s2)c(C)[nH]c1=O. RXN SMILES: [CH2:13]([CH3:14])[c:15]1[cH:16][c:17](-[c:23]2[cH:24][cH:25][c:26]([S:28](=[O:29])(=[O:30])[Cl:31])[s:27]2)[c:18]([CH3:22])[nH:19][c:20]1=[O:21].[CH:1]1([NH:4][CH:5]([CH3:6])[c:7]2[n:8][cH:9][cH:10][cH:11][cH:12]2)[CH2:2][CH2:3]1.[Cl:32][CH2:33][Cl:34]>>[CH:1]1([N:4]([CH:5]([CH3:6])[c:7]2[n:8][cH:9][cH:10][cH:11][cH:12]2)[S:28]([c:26]2[cH:25][cH:24][c:23](-[c:17]3[cH:16][c:15]([CH2:13][CH3:14])[c:20](=[O:21])[nH:19][c:18]3[CH3:22])[s:27]2)(=[O:29])=[O:30])[CH2:2][CH2:3]1. The reactants are [N+](=O)([O-])C=1C=C(C(=O)Cl)C=C(C1)[N+](=O)[O-] (3,5-dinitrobenzoyl chloride), [N+](=O)([O-])C=1C=C(C(=O)Cl)C=C(C1)[N+](=O)[O-] (3,5-dinitrobenzoyl chloride), N1=CC=CC=C1 (pyridine), ClCCl (dichloromethane), ice water, CC(C(=O)OCCO)C (2-hydroxyethyl 2-methylpropionate). The solvent is O (water). Run at time 1 hour. Product: C(C(C)C)(=O)OCCOC(C1=CC(=CC(=C1)[N+](=O)[O-])[N+](=O)[O-])=O (2-(3,5-dinitrobenzoyloxy)ethyl isobutyrate). RXN SMILES: [N+:1]([C:4]1[CH:5]=[C:6]([CH:10]=[C:11]([N+:13]([O-:15])=[O:14])[CH:12]=1)[C:7](Cl)=[O:8])([O-:3])=[O:2].N1C=CC=CC=1.ClCCl.[CH3:25][CH:26]([CH3:33])[C:27]([O:29][CH2:30][CH2:31][OH:32])=[O:28]>O>[C:27]([O:29][CH2:30][CH2:31][O:32][C:7](=[O:8])[C:6]1[CH:5]=[C:4]([N+:1]([O-:3])=[O:2])[CH:12]=[C:11]([N+:13]([O-:15])=[O:14])[CH:10]=1)(=[O:28])[CH:26]([CH3:33])[CH3:25]. Procedure details: 83 g ((0.36 mol) of 3,5-dinitrobenzoyl chloride (compound 2) and 28 g (0.36 mol) of pyridine were placed in a 1-l four-necked flask equipped with a dropping funnel, a reflux condenser, a thermometer and a mixing blade. Thereto was added 100 ml of dichloromethane for dissolution. The flask was cooled to 10° C. with ice water. Thereto was dropwise added, in 20 minutes with the temperature (10° C.) being maintained, 62 g (0.47 mol) of 2-hydroxyethyl 2-methylpropionate. After the dropwise addition, ... Reactants: N1C(CNCC1)=O (piperazin-2-one), C([O-])([O-])=O.[K+].[K+] (potassium carbonate), CNCCNC (dimethylethylenediamine), BrC1=CC(=CS1)C(=O)N1CCC[C@@H]2CCCC[C@H]12 (cis-(5-Bromo-thiophen-3-yl)-(octahydro-quinolin-1-yl)-methanone). Reagents/catalysts: [Cu]I (copper (I) iodide). The solvent is COCCOC (DME), C(Cl)Cl (DCM). Conditions: temperature 120 celsius. The product is N1(CCC[C@@H]2CCCC[C@H]12)C(=O)C=1C=C(SC1)N1C(CNCC1)=O (cis-1-[4-(Octahydro-quinoline-1-carbonyl)-thiophen-2-yl]-piperazin-2-one). The yield is 61.4%. RXN SMILES: Br[C:2]1[S:6][CH:5]=[C:4]([C:7]([N:9]2[C@@H:18]3[C@@H:13]([CH2:14][CH2:15][CH2:16][CH2:17]3)[CH2:12][CH2:11][CH2:10]2)=[O:8])[CH:3]=1.[NH:19]1[CH2:24][CH2:23][NH:22][CH2:21][C:20]1=[O:25].C(=O)([O-])[O-].[K+].[K+].CNCCNC>COCCOC.C(Cl)Cl.[Cu]I>[N:9]1([C:7]([C:4]2[CH:3]=[C:2]([N:19]3[CH2:24][CH2:23][NH:22][CH2:21][C:20]3=[O:25])[S:6][CH:5]=2)=[O:8])[C@@H:18]2[C@@H:13]([CH2:14][CH2:15][CH2:16][CH2:17]2)[CH2:12][CH2:11][CH2:10]1 |f:2.3.4|. Procedure details: cis-(5-Bromo-thiophen-3-yl)-(octahydro-quinolin-1-yl)-methanone (0.05 g, 0.15 mmol) was dissolved in DME (1 mL) and piperazin-2-one (0.3 mmol), potassium carbonate (0.15 mmol), copper (I) iodide (0.003 g) and dimethylethylenediamine (0.0013 g) were added. The mixture was heated to 120° C. for 65 hours. The mixture was diluted with DCM (10 mL) and the organic solution washed with water, then evaporated to give a brown oil. The residue was purified by flash chromatography on silica, eluting with 0... RXN SMILES: [Br:1][c:2]1[n:3][cH:4][c:5]([Cl:9])[cH:6][c:7]1[Cl:8].[C:30](=[O:31])([O-:32])[O-:33].[CH2:36]([OH:37])[CH3:38].[CH3:10][O:11][C:12]([c:13]1[cH:14][c:15]([B:20]2[O:21][C:22]([CH3:23])([CH3:24])[C:25]([CH3:26])([CH3:27])[O:28]2)[c:16]([Cl:19])[cH:17][cH:18]1)=[O:29].[Na+:34].[Na+:35].[c:39]1([CH3:40])[cH:41][cH:42][cH:43][cH:44][cH:45]1.[cH:46]1[cH:47][cH:48][c:49]([P:50]([Pd:51]([P:52]([c:53]2[cH:54][cH:55][cH:56][cH:57][cH:58]2)([c:59]2[cH:60][cH:61][cH:62][cH:63][cH:64]2)[c:65]2[cH:66][cH:67][cH:68][cH:69][cH:70]2)([P:71]([c:72]2[cH:73][cH:74][cH:75][cH:76][cH:77]2)([c:78]2[cH:79][cH:80][cH:81][cH:82][cH:83]2)[c:84]2[cH:85][cH:86][cH:87][cH:88][cH:89]2)[P:90]([c:91]2[cH:92][cH:93][cH:94][cH:95][cH:96]2)([c:97]2[cH:98][cH:99][cH:100][cH:101][cH:102]2)[c:103]2[cH:104][cH:105][cH:106][cH:107][cH:108]2)([c:109]2[cH:110][cH:111][cH:112][cH:113][cH:114]2)[c:115]2[cH:116][cH:117][cH:118][cH:119][cH:120]2)[cH:121][cH:122]1>>[c:2]1(-[c:15]2[cH:14][c:13]([C:12]([O:11][CH3:10])=[O:29])[cH:18][cH:17][c:16]2[Cl:19])[n:3][cH:4][c:5]([Cl:9])[cH:6][c:7]1[Cl:8]. The product is COC(=O)c1ccc(Cl)c(-c2ncc(Cl)cc2Cl)c1. The reactants are Clc1cnc(Br)c(Cl)c1, O=C([O-])[O-], CCO, COC(=O)c1ccc(Cl)c(B2OC(C)(C)C(C)(C)O2)c1, [Na+], [Na+], Cc1ccccc1, c1ccc(P(c2ccccc2)(c2ccccc2)[Pd](P(c2ccccc2)(c2ccccc2)c2ccccc2)(P(c2ccccc2)(c2ccccc2)c2ccccc2)P(c2ccccc2)(c2ccccc2)c2ccccc2)cc1.